Dataset: the Open Reaction Database (ORD), a public repository of structured organic reaction records. Task: describe an organic reaction: reactants, conditions, products, and yield Reactants: [BH4-], CCCCO, CCOC(C)=O, [Na+], Cl[Ni]Cl, C1CCOC1, O, O, O, O, O, O, CCCCOC(=O)C=Cc1csc(CN2C(=O)CCC2CO)n1. Yields the product CCCCOC(=O)CCc1csc(CN2C(=O)CCC2CO)n1. Reaction SMILES: [BH4-:24].[CH2:31]([OH:32])[CH2:33][CH2:34][CH3:35].[CH3:36][CH2:37][O:38][C:39](=[O:40])[CH3:41].[Na+:25].[Ni:48]([Cl:49])[Cl:50].[O:26]1[CH2:27][CH2:28][CH2:29][CH2:30]1.[OH2:42].[OH2:43].[OH2:44].[OH2:45].[OH2:46].[OH2:47].[OH:1][CH2:2][CH:3]1[N:4]([CH2:9][c:10]2[s:11][cH:12][c:13]([CH:15]=[CH:16][C:17](=[O:18])[O:19][CH2:20][CH2:21][CH2:22][CH3:23])[n:14]2)[C:5](=[O:8])[CH2:6][CH2:7]1>>[OH:1][CH2:2][CH:3]1[N:4]([CH2:9][c:10]2[s:11][cH:12][c:13]([CH2:15][CH2:16][C:17](=[O:18])[O:19][CH2:20][CH2:21][CH2:22][CH3:23])[n:14]2)[C:5](=[O:8])[CH2:6][CH2:7]1. Reaction SMILES: [CH3:1][c:2]1[n:3][o:4][c:5]([CH3:9])[c:6]1[CH2:7][OH:8].[O:10]=[S:11]1(=[O:34])[N:12]=[C:13]([NH:20][CH:21]([C:22](=[O:23])[O:24][CH3:25])[CH2:26][c:27]2[cH:28][cH:29][c:30]([OH:33])[cH:31][cH:32]2)[c:14]2[c:15]1[cH:16][cH:17][cH:18][cH:19]2.[O:54]=[C:55]([O:56][CH2:57][CH3:58])[N:59]=[N:60][C:61]([O:62][CH2:63][CH3:64])=[O:65].[O:66]1[CH2:67][CH2:68][CH2:69][CH2:70]1.[c:35]1([P:36]([c:37]2[cH:38][cH:39][cH:40][cH:41][cH:42]2)[c:43]2[cH:44][cH:45][cH:46][cH:47][cH:48]2)[cH:49][cH:50][cH:51][cH:52][cH:53]1>>[CH3:1][c:2]1[n:3][o:4][c:5]([CH3:9])[c:6]1[CH2:7][O:8][c:30]1[cH:29][cH:28][c:27]([CH2:26][CH:21]([NH:20][C:13]2=[N:12][S:11](=[O:10])(=[O:34])[c:15]3[c:14]2[cH:19][cH:18][cH:17][cH:16]3)[C:22](=[O:23])[O:24][CH3:25])[cH:32][cH:31]1. Reactants: Cc1noc(C)c1CO, COC(=O)C(Cc1ccc(O)cc1)NC1=NS(=O)(=O)c2ccccc21, CCOC(=O)N=NC(=O)OCC, C1CCOC1, c1ccc(P(c2ccccc2)c2ccccc2)cc1. The product is COC(=O)C(Cc1ccc(OCc2c(C)noc2C)cc1)NC1=NS(=O)(=O)c2ccccc21. Reaction conditions: time 2 hour. The solvent is C1(=CC=CC=C1)C (toluene). Yield: 119.1%. Reagents/catalysts: CN(C)C=O (DMF). Reaction SMILES: C(Cl)(=O)C(Cl)=O.Cl.C1(C2C=CC=CC=2)C=CC=[CH:10][C:9]=1[NH:14][C:15]([C:17]1[CH:26]=[CH:25][C:24]2[C:23](=[O:27])[CH:22](CCN3CCC(C4C=CC=CC=4)CC3)[CH2:21][CH2:20][C:19]=2[CH:18]=1)=[O:16].[CH3:48][C:49](C)([CH3:53])[CH2:50]CN.C(Cl)Cl.O>C1(C)C=CC=CC=1.CN(C=O)C>[CH3:48][C:49]([CH3:53])([CH3:50])[CH2:10][CH2:9][NH:14][C:15]([C:17]1[CH:26]=[CH:25][C:24]2[C:23](=[O:27])[CH2:22][CH2:21][CH2:20][C:19]=2[CH:18]=1)=[O:16] |f:1.2,4.5|. Yields the product CC(CCNC(=O)C1=CC=2CCCC(C2C=C1)=O)(C)C (N-(3,3-Dimethylbutyl)-5,6,7,8-tetrahydro-5-oxo-2-naphthalenecarboxamide). Starting materials: CC(CCN)(C)C (3,3-dimethylbutylamine), C(Cl)Cl.O (CH2Cl2 H2O), C(C(=O)Cl)(=O)Cl (Oxalyl chloride), Cl.C1(=C(C=CC=C1)NC(=O)C1=CC=2CCC(C(C2C=C1)=O)CCN1CCC(CC1)C1=CC=CC=C1)C1=CC=CC=C1 (N-([1,1-Biphenyl]2-yl)-5,6,7,8-tetrahydro-5-oxo-6-[2-(4-phenyl-1-piperidinyl)ethyl]-2-naphthalenecarboxamide, Monohydrochloride). Procedure details: Oxalyl chloride (2M in CH2Cl2, 4.3 mL, 8.6 mmol) was added to a stirring suspension of acid 2 (0.90 g, 4.3 mmol) in toluene (20 mL). DMF (1 drop) was added and the reaction began bubbling. After 2 hours, the reaction was evaporated in vacuo. The residue was dissolved in CH2Cl2 (21 mL) and 3,3-dimethylbutylamine (0.87 g, 1.2 mL, 8.6 mmol) was added. After stirring at ambient temperature for 4 hours, the reaction was transferred to a separatory funnel with CH2Cl2 /H2O. Extraction with CH2Cl2 (3×30... The reactants are Br.C(C)(=O)O (hydrogen bromide acetic acid), COC1=CC=C(C=C1)[C@@H]1SC2=C(N(C([C@@H]1O)=O)CCN(C)C(=O)OCC1=CC=CC=C1)C=CC(=C2)Cl ((-)-cis-2-(4-methoxyphenyl)-3-hydroxy-5-[2-(N-benzyloxycarbonyl-N-methylamino)ethyl]-8-chloro-2,3-dihydro-1,5-benzothiazepin-4(5H)-one), CCOCC (ether). The solvent is C1=CC=CC=C1 (benzene). Reaction conditions: time 2 hour. Yields the product COC1=CC=C(C=C1)[C@@H]1SC2=C(N(C([C@@H]1O)=O)CCNC)C=CC(=C2)Cl ((-)-cis-2-(4-methoxyphenyl)-3-hydroxy-5-[2-(N-methylamino)ethyl]-8-chloro-2,3-dihydro-1,5-benzothiazepin-4(5H)-one). Yield: 58.9%. RXN SMILES: Br.C(O)(=O)C.[CH3:6][O:7][C:8]1[CH:13]=[CH:12][C:11]([C@H:14]2[C@@H:20]([OH:21])[C:19](=[O:22])[N:18]([CH2:23][CH2:24][N:25](C(OCC3C=CC=CC=3)=O)[CH3:26])[C:17]3[CH:37]=[CH:38][C:39]([Cl:41])=[CH:40][C:16]=3[S:15]2)=[CH:10][CH:9]=1.CCOCC>C1C=CC=CC=1>[CH3:6][O:7][C:8]1[CH:9]=[CH:10][C:11]([C@H:14]2[C@@H:20]([OH:21])[C:19](=[O:22])[N:18]([CH2:23][CH2:24][NH:25][CH3:26])[C:17]3[CH:37]=[CH:38][C:39]([Cl:41])=[CH:40][C:16]=3[S:15]2)=[CH:12][CH:13]=1 |f:0.1|. Reported procedure: 1.7 ml of 25% hydrogen bromide-acetic acid are added to a solution of 1.07 g of (-)-cis-2-(4-methoxyphenyl)-3-hydroxy-5-[2-(N-benzyloxycarbonyl-N-methylamino)ethyl]-8-chloro-2,3-dihydro-1,5-benzothiazepin-4(5H)-one in 2 ml of benzene under ice-cooling, and the mixture is stirred at room temperature for 2 hours. Then, ether is added to the mixture, and the precipitates are collected by filtration and washed with ether. Water and benzene are added to said precipitates, and the mixture is alkalized... The reactants are C(C1=CC=CC=C1)N1C=NC=2N=C(NC(C12)=O)C1=CC(=CC=C1)OC (7-benzyl-2-(3-methoxyphenyl)hypoxanthine), Br (hydrobromic acid). The solvent is C(C)(=O)O (acetic acid). Run at temperature 100 celsius, time 35.5 hour. Yields the product C(C1=CC=CC=C1)N1C=NC=2N=C(NC(C12)=O)C1=CC(=CC=C1)O (7-benzyl-2-(3-hydroxyphenyl)hypoxanthine). The yield is 66.8%. RXN SMILES: [CH2:1]([N:8]1[C:16]2[C:15](=[O:17])[NH:14][C:13]([C:18]3[CH:23]=[CH:22][CH:21]=[C:20]([O:24]C)[CH:19]=3)=[N:12][C:11]=2[N:10]=[CH:9]1)[C:2]1[CH:7]=[CH:6][CH:5]=[CH:4][CH:3]=1.Br>C(O)(=O)C>[CH2:1]([N:8]1[C:16]2[C:15](=[O:17])[NH:14][C:13]([C:18]3[CH:23]=[CH:22][CH:21]=[C:20]([OH:24])[CH:19]=3)=[N:12][C:11]=2[N:10]=[CH:9]1)[C:2]1[CH:7]=[CH:6][CH:5]=[CH:4][CH:3]=1. Reported procedure: 1.00 g (3.01 mmol) of 7-benzyl-2-(3-methoxyphenyl)hypoxanthine prepared according to the same method as in Example 16 was dissolved in 20 ml of acetic acid. 3 ml of hydrobromic acid was added to the solution, followed by stirring for 35.5 hours at 100° C. Crystals obtained by cooling was separated by filtration and washed with distilled water and ethanol. The resulting crude crystals were purified by recrystallization from ethanol to obtain 0.64 g of 7-benzyl-2-(3-hydroxyphenyl)hypoxanthine (yie... Reactants: CS(=O)(=O)C1=NC=CC(=N1)C1=CN=C2N1C=CN=C2N2CCN(CC2)C (3-(2-methanesulfonyl-pyrimidin-4-yl)-8-(4-methyl-piperazin-1-yl)-imidazo[1,2-a]pyrazine), C(C)(C)(C)OC(NCCC(C1=CC(=CC=C1)Cl)N)=O ([3-amino-3-(3-chloro-phenyl)-propyl]-carbamic acid tert-butyl ester). Reaction conditions: temperature 140 celsius, time 2 hour. Yields the product C(C)(C)(C)OC(NCCC(NC1=NC=CC(=N1)C1=CN=C2N1C=CN=C2N2CCN(CC2)C)C2=CC(=CC=C2)Cl)=O ((3-(3-chloro-phenyl)-3-{4-[8-(4-methyl-piperazin-1-yl)-imidazo[1,2-a]pyrazin-3-yl]-pyrimidin-2-ylamino}-propyl)-carbamic acid tert-butyl ester). Reaction SMILES: CS([C:5]1[N:10]=[C:9]([C:11]2[N:15]3[CH:16]=[CH:17][N:18]=[C:19]([N:20]4[CH2:25][CH2:24][N:23]([CH3:26])[CH2:22][CH2:21]4)[C:14]3=[N:13][CH:12]=2)[CH:8]=[CH:7][N:6]=1)(=O)=O.[C:27]([O:31][C:32](=[O:45])[NH:33][CH2:34][CH2:35][CH:36]([NH2:44])[C:37]1[CH:42]=[CH:41][CH:40]=[C:39]([Cl:43])[CH:38]=1)([CH3:30])([CH3:29])[CH3:28]>>[C:27]([O:31][C:32](=[O:45])[NH:33][CH2:34][CH2:35][CH:36]([C:37]1[CH:42]=[CH:41][CH:40]=[C:39]([Cl:43])[CH:38]=1)[NH:44][C:5]1[N:10]=[C:9]([C:11]2[N:15]3[CH:16]=[CH:17][N:18]=[C:19]([N:20]4[CH2:25][CH2:24][N:23]([CH3:26])[CH2:22][CH2:21]4)[C:14]3=[N:13][CH:12]=2)[CH:8]=[CH:7][N:6]=1)([CH3:30])([CH3:28])[CH3:29]. Procedure: The mixture of 3-(2-methanesulfonyl-pyrimidin-4-yl)-8-(4-methyl-piperazin-1-yl)-imidazo[1,2-a]pyrazine (from Example 46 supra) (100 mg, 0.27 mmol) and [3-amino-3-(3-chloro-phenyl)-propyl]-carbamic acid tert-butyl ester (from Example 62 supra) (307 mg, 1.08 mmol) was heated at 140° C. with stirring for 2 hours. The oil was purified by chromatography (silica gel, 10 g, 200-300 mesh, eluting with dichloromethane:methanol, 50:1 to 20:1) to afford crude (3-(3-chloro-phenyl)-3-{4-[8-(4-methyl-piperazi... The reactants are CCOC(C)=O, CC(C)[N-]C(C)C, [Li+], O=C1CCCC1, C1CCOC1, O, N#Cc1ccc(Cc2ncc[nH]2)cc1. Yields the product N#Cc1ccc(C(c2ncc[nH]2)C2(O)CCCC2)cc1. As a reaction SMILES: [CH3:35][CH2:36][O:37][C:38](=[O:39])[CH3:40].[CH:15]([N-:16][CH:17]([CH3:18])[CH3:19])([CH3:20])[CH3:21].[Li+:22].[O:23]=[C:24]1[CH2:25][CH2:26][CH2:27][CH2:28]1.[O:30]1[CH2:31][CH2:32][CH2:33][CH2:34]1.[OH2:29].[nH:1]1[c:2]([CH2:6][c:7]2[cH:8][cH:9][c:10]([C:11]#[N:12])[cH:13][cH:14]2)[n:3][cH:4][cH:5]1>>[nH:1]1[c:2]([CH:6]([c:7]2[cH:8][cH:9][c:10]([C:11]#[N:12])[cH:13][cH:14]2)[C:24]2([OH:23])[CH2:25][CH2:26][CH2:27][CH2:28]2)[n:3][cH:4][cH:5]1. The reactants are C(CCCCCCCCCCCCCCC)NC1=CC=C(C(=O)OC)C=C1 (methyl 4-(hexadecylamino)benzoate), NN (hydrazine). The solvent is C(COCCO)O (diethylene glycol). Reaction conditions: temperature 125 celsius, time 3 hour. Yields the product C(CCCCCCCCCCCCCCC)NC1=CC=C(C(=O)NN)C=C1 (4-(hexadecylamino)benzoylhydrazine). RXN SMILES: [CH2:1]([NH:17][C:18]1[CH:27]=[CH:26][C:21]([C:22](OC)=[O:23])=[CH:20][CH:19]=1)[CH2:2][CH2:3][CH2:4][CH2:5][CH2:6][CH2:7][CH2:8][CH2:9][CH2:10][CH2:11][CH2:12][CH2:13][CH2:14][CH2:15][CH3:16].[NH2:28][NH2:29]>C(O)COCCO>[CH2:1]([NH:17][C:18]1[CH:27]=[CH:26][C:21]([C:22]([NH:28][NH2:29])=[O:23])=[CH:20][CH:19]=1)[CH2:2][CH2:3][CH2:4][CH2:5][CH2:6][CH2:7][CH2:8][CH2:9][CH2:10][CH2:11][CH2:12][CH2:13][CH2:14][CH2:15][CH3:16]. Reported procedure: A mixture of 6.59 g. of methyl 4-(hexadecylamino)benzoate, 100 ml. of diethylene glycol, and 45 ml. of 95% hydrazine was heated and stirred in an oil bath at 125° C. under nitrogen for 3 hours and cooled to room temperature. The separated crystals were collected in a suction funnel and washed with ethanol several times and dried in air to give 7.6 g. of white crystals. The crystals were dissolved in 140 ml. of boiling ethanol and recrystallized to give 5.95 g. of fine white crystals, melting poi... Reactants: ClCC=1N=C(OC1)C1=CC=CC=C1 (4-chloromethyl-2-phenyl-oxazole), CC1=C(C(=O)OC)C(=CC=C1)COC1=CC(=CC=C1)O (Methyl 2-methyl-6-[(3-hydroxy-phenoxy)-methyl]-benzoate), C(=O)([O-])[O-].[K+].[K+] (K2CO3). The solvent is CCOCC (ether), CN(C)C=O (DMF). Conditions: temperature 60 celsius, time 8 hour. Yields the product CC1=C(C(=O)OC)C(=CC=C1)COC1=CC(=CC=C1)OCC=1N=C(OC1)C1=CC=CC=C1 (Methyl 2-methyl-6-[3-(2-phenyl-oxazol-4-ylmethoxy)-phenoxymethyl]-benzoate). Reaction SMILES: Cl[CH2:2][C:3]1[N:4]=[C:5]([C:8]2[CH:13]=[CH:12][CH:11]=[CH:10][CH:9]=2)[O:6][CH:7]=1.[CH3:14][C:15]1[CH:24]=[CH:23][CH:22]=[C:21]([CH2:25][O:26][C:27]2[CH:32]=[CH:31][CH:30]=[C:29]([OH:33])[CH:28]=2)[C:16]=1[C:17]([O:19][CH3:20])=[O:18].C([O-])([O-])=O.[K+].[K+]>CN(C=O)C.CCOCC>[CH3:14][C:15]1[CH:24]=[CH:23][CH:22]=[C:21]([CH2:25][O:26][C:27]2[CH:32]=[CH:31][CH:30]=[C:29]([O:33][CH2:2][C:3]3[N:4]=[C:5]([C:8]4[CH:13]=[CH:12][CH:11]=[CH:10][CH:9]=4)[O:6][CH:7]=3)[CH:28]=2)[C:16]=1[C:17]([O:19][CH3:20])=[O:18] |f:2.3.4|. Reported procedure: To a solution of 4-chloromethyl-2-phenyl-oxazole (100 mg, 0.5 mmol, example 19) in DMF (2 mL) is added methyl 2-methyl-6-[(3-hydroxy-phenoxy)-methyl]-benzoate (136 mg, 0.5 mmol, example 5) followed by K2CO3 (75 mg, 0.54 mmol). The resulting mixture is heated to 60° C. and stirred at this temperature for 8 h. This mixture is then cooled to room temperature, diluted with ether, washed with water and brine, dried over MgSO4 and concentrated. The residue is purified by flash chromatography (silica, ... The reactants are FC(OC1=CC=C(C=C1)N1C(C2(CC1)CC(NCC2)=O)=O)(F)F (2-(4-trifluoromethoxy-phenyl)-2,8-diaza-spiro[4.5]decane-1,7-dione), C(C)I (ethyl iodide). Yields the product C(C)N1C(CC2(CCN(C2=O)C2=CC=C(C=C2)OC(F)(F)F)CC1)=O (8-Ethyl-2-(4-trifluoromethoxy-phenyl)-2,8-diaza-spiro[4.5]decane-1,7-dione). RXN SMILES: [F:1][C:2]([F:23])([F:22])[O:3][C:4]1[CH:9]=[CH:8][C:7]([N:10]2[CH2:14][CH2:13][C:12]3([CH2:19][CH2:18][NH:17][C:16](=[O:20])[CH2:15]3)[C:11]2=[O:21])=[CH:6][CH:5]=1.[CH2:24](I)[CH3:25]>>[CH2:24]([N:17]1[CH2:18][CH2:19][C:12]2([C:11](=[O:21])[N:10]([C:7]3[CH:8]=[CH:9][C:4]([O:3][C:2]([F:1])([F:22])[F:23])=[CH:5][CH:6]=3)[CH2:14][CH2:13]2)[CH2:15][C:16]1=[O:20])[CH3:25]. Procedure: This material was prepared as a off-white solid in analogy to example 1 step E) from 2-(4-trifluoromethoxy-phenyl)-2,8-diaza-spiro[4.5]decane-1,7-dione and ethyl iodide. MS (ESI): 357.1 (MH+).